This data is from the Open Reaction Database (ORD), a public repository of structured organic reaction records. The task is: describe an organic reaction: reactants, conditions, products, and yield Starting materials: ClC1=CC=C(C=C1)C1=NN(C(N1CC1=C(C=CC=C1)F)=O)CC(=O)O ([3-(4-chlorophenyl)-4-(2-fluorobenzyl)-5-oxo-4,5-dihydro-1H-1,2,4-triazol-1-yl]acetic acid), C=1C=CC2=C(C1)N=NN2O (HOBt), Cl (hydrochloric acid), C(N)(OC(CN)C1=C(C=CC=C1)C(F)(F)F)=O (2-Amino-1-[2-(trifluoromethyl)phenyl]ethyl carbamate), C(CCl)Cl (EDC). Solvent: CN(C)C=O (DMF). Conditions: time 8 hour. Yields the product C(N)(OC(CNC(CN1N=C(N(C1=O)CC1=C(C=CC=C1)F)C1=CC=C(C=C1)Cl)=O)C1=C(C=CC=C1)C(F)(F)F)=O (2-({[3-(4-Chlorophenyl)-4-(2-fluorobenzyl)-5-oxo-4,5-dihydro-1H-1,2,4-triazol-1-yl]acetyl}-amino)-1-[2-(trifluoromethyl)phenyl]ethyl carbamate). As a reaction SMILES: [Cl:1][C:2]1[CH:7]=[CH:6][C:5]([C:8]2[N:12]([CH2:13][C:14]3[CH:19]=[CH:18][CH:17]=[CH:16][C:15]=3[F:20])[C:11](=[O:21])[N:10]([CH2:22][C:23](O)=[O:24])[N:9]=2)=[CH:4][CH:3]=1.[C:26](=[O:42])([O:28][CH:29]([C:32]1[CH:37]=[CH:36][CH:35]=[CH:34][C:33]=1[C:38]([F:41])([F:40])[F:39])[CH2:30][NH2:31])[NH2:27].C(Cl)CCl.C1C=CC2N(O)N=NC=2C=1.Cl>CN(C=O)C>[C:26](=[O:42])([O:28][CH:29]([C:32]1[CH:37]=[CH:36][CH:35]=[CH:34][C:33]=1[C:38]([F:41])([F:40])[F:39])[CH2:30][NH:31][C:23](=[O:24])[CH2:22][N:10]1[C:11](=[O:21])[N:12]([CH2:13][C:14]2[CH:19]=[CH:18][CH:17]=[CH:16][C:15]=2[F:20])[C:8]([C:5]2[CH:4]=[CH:3][C:2]([Cl:1])=[CH:7][CH:6]=2)=[N:9]1)[NH2:27]. Procedure details: A mixture of 40 mg (111 μmol) of [3-(4-chlorophenyl)-4-(2-fluorobenzyl)-5-oxo-4,5-dihydro-1H-1,2,4-triazol-1-yl]acetic acid [for the preparation see Example 156A in WO 2007/134862], 33 mg (133 μmol) of the compound of Example 37A, 25 mg (133 μmol) of EDC and 21 mg (133 μmol) of HOBt in 2.4 ml of DMF was stirred at RT overnight, 1 ml of 1 M hydrochloric acid was then added and the mixture was separated directly by preparative HPLC [Method 20] into its components. This gave 53 mg (81% of theory) o... Product: N[C@@H]1CN(CC[C@@H]1NC(=O)C=1NC(=C(N1)Cl)CC)C=1SC2=C(N1)C=CC=C2C(=O)OCC (Ethyl cis(±)-2-(3-amino-4-{[(4-chloro-5-ethyl-1H-imidazol-2-yl)carbonyl]amino}piperidin-1-yl)-1,3-benzothiazole-7-carboxylate). Solvent: C1CCOC1 (THF). Procedure details: Ethyl cis(±)-2-(3-azido-4-{[(4-chloro-5-ethyl-1H-imidazol-2-yl)carbonyl]amino}piperidin-1-yl)-1,3-benzothiazole-7-carboxylate obtained in Example (81d) (84 mg, 0.17 mmol) was dissolved in THF (3 mL). Triphenylphosphine (63 mg, 0.24 mmol) and distilled water (0.2 mL) were added, and the mixture was heated under reflux for 15 hours. The reaction solution was concentrated under reduced pressure and the precipitated solid was collected by filtration, to obtain 59.6 mg of the title compound as a whit... Reaction SMILES: [N:1]([C@H:4]1[C@@H:9]([NH:10][C:11]([C:13]2[NH:14][C:15]([CH2:19][CH3:20])=[C:16]([Cl:18])[N:17]=2)=[O:12])[CH2:8][CH2:7][N:6]([C:21]2[S:22][C:23]3[C:29]([C:30]([O:32][CH2:33][CH3:34])=[O:31])=[CH:28][CH:27]=[CH:26][C:24]=3[N:25]=2)[CH2:5]1)=[N+]=[N-].C1(P(C2C=CC=CC=2)C2C=CC=CC=2)C=CC=CC=1.O>C1COCC1>[NH2:1][C@H:4]1[C@@H:9]([NH:10][C:11]([C:13]2[NH:14][C:15]([CH2:19][CH3:20])=[C:16]([Cl:18])[N:17]=2)=[O:12])[CH2:8][CH2:7][N:6]([C:21]2[S:22][C:23]3[C:29]([C:30]([O:32][CH2:33][CH3:34])=[O:31])=[CH:28][CH:27]=[CH:26][C:24]=3[N:25]=2)[CH2:5]1. The yield is 73.5%. Reactants: C1(=CC=CC=C1)P(C1=CC=CC=C1)C1=CC=CC=C1 (Triphenylphosphine), O (water), N(=[N+]=[N-])[C@@H]1CN(CC[C@@H]1NC(=O)C=1NC(=C(N1)Cl)CC)C=1SC2=C(N1)C=CC=C2C(=O)OCC (Ethyl cis(±)-2-(3-azido-4-{[(4-chloro-5-ethyl-1H-imidazol-2-yl)carbonyl]amino}piperidin-1-yl)-1,3-benzothiazole-7-carboxylate). The reactants are NCCN1C(=CC=C1)C1=CC=CC=C1 (1-(2-aminoethyl)-2-phenylpyrrole), saturated solution, C(\C=C\C(=O)O)(=O)O (fumaric acid), C=O (formaldehyde). The solvent is C(C)(=O)O (acetic acid), C(C)O (ethanol). Conditions: time 64 hour. Product: C(\C=C\C(=O)O)(=O)O.C1(=CC=CC=C1)C1=CC=C2N1CCNC2 (1,2,3,4-tetrahydro-6-phenylpyrrolo[1,2-a]pyrazine fumarate). Yield: 40.0%. As a reaction SMILES: [NH2:1][CH2:2][CH2:3][N:4]1[CH:8]=[CH:7][CH:6]=[C:5]1[C:9]1[CH:14]=[CH:13][CH:12]=[CH:11][CH:10]=1.C=O.[C:17]([OH:24])(=[O:23])/[CH:18]=[CH:19]/[C:20]([OH:22])=[O:21]>C(O)(=O)C.C(O)C>[C:17]([OH:24])(=[O:23])/[CH:18]=[CH:19]/[C:20]([OH:22])=[O:21].[C:9]1([C:5]2[N:4]3[CH2:3][CH2:2][NH:1][CH2:17][C:8]3=[CH:7][CH:6]=2)[CH:14]=[CH:13][CH:12]=[CH:11][CH:10]=1 |f:5.6|. Procedure: Crude 1-(2-aminoethyl)-2-phenylpyrrole (0.3 g) was dissolved in 5 ml of acetic acid under argon and treated with 0.1 ml of a 36.5% aqueous formaldehyde solution. The reaction mixture was stirred at room temperature for 64 hours and subsequently concentrated in a vacuum. The residue was stirred briefly with 50 ml of methylene chloride and 20 ml of 10% ammonia solution. The phases were separated, the organic phase was dried with MgSO4 and freed from solvent. The residue, 0.4 g of yellow oil, was c...